From a dataset of the Open Reaction Database (ORD), a public repository of structured organic reaction records. describe an organic reaction: reactants, conditions, products, and yield Reactants: CO, COc1cc2c(-c3cc4c(Cl)ccnc4n3S(=O)(=O)c3ccc(C)cc3)cn(CCN3CCOCC3)c2cc1OC, [K+], [OH-]. Yields the product COc1cc2c(-c3cc4c(Cl)ccnc4[nH]3)cn(CCN3CCOCC3)c2cc1OC. RXN SMILES: [CH3:44][OH:45].[Cl:1][c:2]1[c:3]2[c:4]([n:5][cH:6][cH:7]1)[n:8]([S:32]([c:33]1[cH:34][cH:35][c:36]([CH3:37])[cH:38][cH:39]1)(=[O:40])=[O:41])[c:9](-[c:11]1[cH:12][n:13]([CH2:24][CH2:25][N:26]3[CH2:27][CH2:28][O:29][CH2:30][CH2:31]3)[c:14]3[cH:15][c:16]([O:22][CH3:23])[c:17]([O:20][CH3:21])[cH:18][c:19]13)[cH:10]2.[K+:43].[OH-:42]>>[Cl:1][c:2]1[c:3]2[c:4]([n:5][cH:6][cH:7]1)[nH:8][c:9](-[c:11]1[cH:12][n:13]([CH2:24][CH2:25][N:26]3[CH2:27][CH2:28][O:29][CH2:30][CH2:31]3)[c:14]3[cH:15][c:16]([O:22][CH3:23])[c:17]([O:20][CH3:21])[cH:18][c:19]13)[cH:10]2. Reactants: [N+](=O)(O)[O-] (HNO3), OS(=O)(=O)O (H2SO4), C(=O)(O)C1=CC=NC2=CC=CC=C12 (4-carboxyquinoline). Yields the product OS(=O)(=O)O (H2SO4), C(=O)(O)C1=CC=NC2=C(C=CC=C12)[N+](=O)[O-] (4-Carboxy-8-nitroquinoline), C(=O)(O)C1=CC=NC2=CC=CC(=C12)[N+](=O)[O-] (4-carboxy-5-nitroquinoline). Yield: 106.0%. Reaction SMILES: [C:1]([C:4]1[C:13]2[C:8](=[CH:9][CH:10]=[CH:11][CH:12]=2)[N:7]=[CH:6][CH:5]=1)([OH:3])=[O:2].[N+:14]([O-:17])([OH:16])=[O:15].[OH:18][S:19]([OH:22])(=[O:21])=[O:20]>>[OH:21][S:19]([OH:22])(=[O:20])=[O:18].[C:1]([C:4]1[C:13]2[C:8](=[C:9]([N+:14]([O-:16])=[O:15])[CH:10]=[CH:11][CH:12]=2)[N:7]=[CH:6][CH:5]=1)([OH:3])=[O:2].[C:1]([C:4]1[C:13]2[C:8](=[CH:9][CH:10]=[CH:11][C:12]=2[N+:14]([O-:17])=[O:15])[N:7]=[CH:6][CH:5]=1)([OH:3])=[O:2]. Procedure details: In a similar fashion using route 11 general procedure 15, 4-carboxyquinoline (1.6 g, 9.0 mmol) in conc. H2SO4 (3 ml) and fuming HNO3/conc. H2SO4 (1:1; 6 ml) to give the title compound and 4-carboxy-5-nitroquinoline (2.1 g, 106%) which was used in the next step without further purification. The reactants are NC1=CC=C(OC2=CC=NC3=CC(=C(C=C23)C#N)OCC2=CC=CC=C2)C=C1 (4-(4-aminophenoxy)-7-(benzyloxy)-6-cyanoquinoline), CS(=O)(=O)C=1C=C(C=CC1)NC(OC1=CC=CC=C1)=O (phenyl N-(3-(methylsulfonyl)phenyl)carbamate). Solvent: C(C)(=O)OCC (ethyl acetate), CS(=O)C (dimethylsulfoxide). Reaction conditions: temperature 85 celsius. The product is C(C1=CC=CC=C1)OC1=C(C=C2C(=CC=NC2=C1)OC1=CC=C(C=C1)NC(=O)NC1=CC(=CC=C1)S(=O)(=O)C)C#N (N-(4-(7-(Benzyloxy)-6-cyano-4-quinolyl)oxyphenyl)-N′-(3-(methylsulfonyl)phenyl)urea). Yield: 100.0%. As a reaction SMILES: [NH2:1][C:2]1[CH:28]=[CH:27][C:5]([O:6][C:7]2[C:16]3[C:11](=[CH:12][C:13]([O:19][CH2:20][C:21]4[CH:26]=[CH:25][CH:24]=[CH:23][CH:22]=4)=[C:14]([C:17]#[N:18])[CH:15]=3)[N:10]=[CH:9][CH:8]=2)=[CH:4][CH:3]=1.[CH3:29][S:30]([C:33]1[CH:34]=[C:35]([NH:39][C:40](=O)[O:41]C2C=CC=CC=2)[CH:36]=[CH:37][CH:38]=1)(=[O:32])=[O:31]>CS(C)=O.C(OCC)(=O)C>[CH2:20]([O:19][C:13]1[CH:12]=[C:11]2[C:16]([C:7]([O:6][C:5]3[CH:4]=[CH:3][C:2]([NH:1][C:40]([NH:39][C:35]4[CH:36]=[CH:37][CH:38]=[C:33]([S:30]([CH3:29])(=[O:32])=[O:31])[CH:34]=4)=[O:41])=[CH:28][CH:27]=3)=[CH:8][CH:9]=[N:10]2)=[CH:15][C:14]=1[C:17]#[N:18])[C:21]1[CH:26]=[CH:25][CH:24]=[CH:23][CH:22]=1. Procedure details: After dissolving 4-(4-aminophenoxy)-7-(benzyloxy)-6-cyanoquinoline (919 mg, 2.5 mmol) in dimethylsulfoxide (10 ml), phenyl N-(3-(methylsulfonyl)phenyl)carbamate (801 mg, 2.75 mmol) was added and the mixture was heated at 85° C. for 2 hours. The reaction solution was diluted with ethyl acetate and then washed with 1N aqueous sodium hydroxide (10 ml), water (20 ml×2) and saturated saline (10 ml) and dried over anhydrous sodium sulfate. After filtering off the drying agent, the filtrate was concent... The reactants are CC(=O)c1cc(N)cc(C(C)=O)c1, O=C(Cl)c1ccccc1, C1CCOC1, O, c1ccncc1. Product: CC(=O)c1cc(NC(=O)c2ccccc2)cc(C(C)=O)c1. As a reaction SMILES: [C:1]([CH3:2])(=[O:3])[c:4]1[cH:5][c:6]([NH2:7])[cH:8][c:9]([C:11]([CH3:12])=[O:13])[cH:10]1.[C:20]([c:21]1[cH:22][cH:23][cH:24][cH:25][cH:26]1)(=[O:27])[Cl:28].[O:29]1[CH2:30][CH2:31][CH2:32][CH2:33]1.[OH2:34].[cH:14]1[cH:15][cH:16][n:17][cH:18][cH:19]1>>[C:1]([CH3:2])(=[O:3])[c:4]1[cH:5][c:6]([NH:7][C:20]([c:21]2[cH:22][cH:23][cH:24][cH:25][cH:26]2)=[O:27])[cH:8][c:9]([C:11]([CH3:12])=[O:13])[cH:10]1. The reactants are CC#CCOc1cc(OC(C)C(C)(C)O)ncn1, ClC(Cl)Cl, O, O=S(Cl)Cl, c1ccncc1. The product is C=C(C)C(C)Oc1cc(OCC#CC)ncn1. RXN SMILES: [CH2:1]([C:2]#[C:3][CH3:4])[O:5][c:6]1[cH:7][c:8]([O:12][CH:13]([C:14]([CH3:15])([OH:16])[CH3:17])[CH3:18])[n:9][cH:10][n:11]1.[CH:30]([Cl:31])([Cl:32])[Cl:33].[OH2:29].[S:25]([Cl:26])([Cl:27])=[O:28].[cH:19]1[cH:20][cH:21][n:22][cH:23][cH:24]1>>[CH2:1]([C:2]#[C:3][CH3:4])[O:5][c:6]1[cH:7][c:8]([O:12][CH:13]([C:14](=[CH2:15])[CH3:17])[CH3:18])[n:9][cH:10][n:11]1. Starting materials: FC1(CCN(CC1)C(=O)OC(C)(C)C)C(=O)OCC (1-Tert-butyl 4-ethyl 4-fluoropiperidine-1,4-dicarboxylate), [H-].[H-].[H-].[H-].[Li+].[Al+3] (LiAlH4), [OH-].[Na+] (NaOH), O (Water). The solvent is O1CCCC1 (tetrahydrofuran). Run at time 2 hour. The product is FC1(CCN(CC1)C(=O)OC(C)(C)C)CO (tert-butyl 4-fluoro-4-(hydroxymethyl)piperidine-1-carboxylate). Reaction SMILES: [F:1][C:2]1([C:15](OCC)=[O:16])[CH2:7][CH2:6][N:5]([C:8]([O:10][C:11]([CH3:14])([CH3:13])[CH3:12])=[O:9])[CH2:4][CH2:3]1.[H-].[H-].[H-].[H-].[Li+].[Al+3].O.[OH-].[Na+]>O1CCCC1>[F:1][C:2]1([CH2:15][OH:16])[CH2:3][CH2:4][N:5]([C:8]([O:10][C:11]([CH3:12])([CH3:13])[CH3:14])=[O:9])[CH2:6][CH2:7]1 |f:1.2.3.4.5.6,8.9|. Reported procedure: 1-Tert-butyl 4-ethyl 4-fluoropiperidine-1,4-dicarboxylate (1.0 g) in tetrahydrofuran (5 mL) was treated with 1.0 N LiAlH4 (2.54 mL) at 0° C. The reaction mixture was stirred at room temperature for 2 hours. Water (0.6 mL) was added to the reaction mixture drop-wise, followed by 2 N aqueous NaOH (0.2 mL). The reaction was stirred for another 1 hour. The solid was removed by filtration via a pack of Celite and washed with ethyl acetate. The filtrate was washed with brine, dried over MgSO4, filtere... Reported procedure: 20 g of the extract prepared in Example 1 was taken in dry pyridine (500 ml) and sodium methoxide (powder, 10 g) was added thereto. The solution was heated to reflux in a water bath at 80° C. for 8 hours to hydrolyze sugars bonded to icariin. The reaction was concentrated under pressure to remove the solvent. The residue was added to ethanol (200 ml), stirred (3 times) and subjected to filtration to remove precipitated salts. The filtrate was concentrated under pressure to obtain a crude product... Solvent: N1=CC=CC=C1 (pyridine). Conditions: temperature 80 celsius. Starting materials: C[O-].[Na+] (sodium methoxide), sugars, extract, C[C@H]1[C@@H]([C@H]([C@H]([C@@H](O1)OC2=C(OC=3C(=C(C=C(C3C2=O)O)O[C@H]4[C@@H]([C@H]([C@@H]([C@H](O4)CO)O)O)O)CC=C(C)C)C=5C=CC(=CC5)OC)O)O)O (icariin). RXN SMILES: C[O-].[Na+].[CH3:4][C@@H:5]1[O:10][C@@H:9]([O:11][C:12]2[C:21](=[O:22])[C:20]3[C:19]([OH:23])=[CH:18][C:17]([O:24][C@@H:25]4[O:30][C@H:29]([CH2:31][OH:32])[C@@H:28]([OH:33])[C@H:27]([OH:34])[C@H:26]4[OH:35])=[C:16]([CH2:36][CH:37]=[C:38]([CH3:40])[CH3:39])[C:15]=3[O:14][C:13]=2[C:41]2[CH:42]=[CH:43][C:44]([O:47][CH3:48])=[CH:45][CH:46]=2)[C@H:8]([OH:49])[C@H:7]([OH:50])[C@H:6]1[OH:51]>N1C=CC=CC=1>[CH3:39][C:38]([CH3:40])=[CH:37][CH2:36][C:16]1[C:15]2[O:14][C:13]([C:41]3[CH:46]=[CH:45][C:44]([O:47][CH3:48])=[CH:43][CH:42]=3)=[C:12]([OH:11])[C:21](=[O:22])[C:20]=2[C:19]([OH:23])=[CH:18][C:17]=1[OH:24].[CH3:39][C:38]([CH3:40])=[CH:37][CH2:36][C:16]1[C:15]2[O:14][C:13]([C:41]3[CH:42]=[CH:43][C:44]([O:47][CH3:48])=[CH:45][CH:46]=3)=[C:12]([OH:11])[C:21](=[O:22])[C:20]=2[C:19]([OH:23])=[CH:18][C:17]=1[O:24][C@@H:25]1[O:30][C@H:29]([CH2:31][OH:32])[C@@H:28]([OH:33])[C@H:27]([OH:34])[C@H:26]1[OH:35].[CH3:4][C@H:5]1[O:10][C@@H:9]([O:11][C:12]2[C:21](=[O:22])[C:20]3[C:19]([OH:23])=[CH:18][C:17]([OH:24])=[C:16]([CH2:36][CH:37]=[C:38]([CH3:40])[CH3:39])[C:15]=3[O:14][C:13]=2[C:41]2[CH:42]=[CH:43][C:44]([O:47][CH3:48])=[CH:45][CH:46]=2)[C@@H:8]([OH:49])[C@@H:7]([OH:50])[C@@H:6]1[OH:51] |f:0.1|. Product: CC(=CCC1=C(C=C(C2=C1OC(=C(C2=O)O)C=3C=CC(=CC3)OC)O)O)C (icaritin), CC(=CCC1=C(C=C(C2=C1OC(=C(C2=O)O)C3=CC=C(C=C3)OC)O)O[C@H]4[C@@H]([C@H]([C@@H]([C@H](O4)CO)O)O)O)C (icariside 1), C[C@@H]1[C@H]([C@@H]([C@@H]([C@@H](O1)OC2=C(OC=3C(=C(C=C(C3C2=O)O)O)CC=C(C)C)C=4C=CC(=CC4)OC)O)O)O (icariside II).